describe an organic reaction: reactants, conditions, products, and yield From a dataset of the Open Reaction Database (ORD), a public repository of structured organic reaction records. Reactants: CC1NC2=CC=C(C=C2C1)C(C(F)(F)F)(C(F)(F)F)O[Si](CC)(CC)CC (2-methyl-5-(2,2,2-trifluoro-1-triethylsilanyloxy-1-trifluoromethyl-ethyl)-2,3-dihydro-1H-indole), C(C)C=1C=C(C=CC1)C=1OC(=C(N1)CCl)C (2-(3-ethyl-phenyl)-4-chloromethyl-5-methyl-oxazole), C(C)C=1C=C(C=CC1)C=1OC(=C(N1)CN1C(CC2=CC(=CC=C12)C(C(F)(F)F)(C(F)(F)F)O)C)C (2-{1-[2-(3-ethyl-phenyl)-5-methyl-oxazol-4-ylmethyl]-2-methyl-2,3-dihydro-1H-indol-5-yl}-1,1,1,3,3,3-hexafluoro-propan-2-ol). The product is C(C)C1=CC=C(C=C1)C=1OC(=C(N1)CN1C(CC2=CC(=CC=C12)C(C(F)(F)F)(C(F)(F)F)O)C)C (2-{1-[2-(4-ethyl-phenyl)-5-methyl-oxazol-4-ylmethyl]-2-methyl-2,3-dihydro-1H-indol-5-yl}-1,1,1,3,3,3-hexafluoro-propan-2-ol). RXN SMILES: [CH3:1][CH:2]1CC2C(=CC=C(C(O[Si](CC)(CC)CC)(C(F)(F)F)C(F)(F)F)C=2)N1.C(C1C=C(C2OC(C)=C(CCl)N=2)C=CC=1)C.C([C:46]1[CH:47]=[C:48]([C:52]2[O:53][C:54]([CH3:78])=[C:55]([CH2:57][N:58]3[C:66]4[C:61](=[CH:62][C:63]([C:67]([OH:76])([C:72]([F:75])([F:74])[F:73])[C:68]([F:71])([F:70])[F:69])=[CH:64][CH:65]=4)[CH2:60][CH:59]3[CH3:77])[N:56]=2)[CH:49]=[CH:50][CH:51]=1)C>>[CH2:1]([C:51]1[CH:46]=[CH:47][C:48]([C:52]2[O:53][C:54]([CH3:78])=[C:55]([CH2:57][N:58]3[C:66]4[C:61](=[CH:62][C:63]([C:67]([OH:76])([C:68]([F:69])([F:71])[F:70])[C:72]([F:74])([F:75])[F:73])=[CH:64][CH:65]=4)[CH2:60][CH:59]3[CH3:77])[N:56]=2)=[CH:49][CH:50]=1)[CH3:2]. Procedure details: In analogy to example 51.3, from 2-methyl-5-(2,2,2-trifluoro-1-triethylsilanyloxy-1-trifluoromethyl-ethyl)-2,3-dihydro-1H-indole (example 51.2) and 2-(3-ethyl-phenyl)-4-chloromethyl-5-methyl-oxazole was prepared 2-{1-[2-(3-ethyl-phenyl)-5-methyl-oxazol-4-ylmethyl]-2-methyl-2,3-dihydro-1H-indol-5-yl}-1,1,1,3,3,3-hexafluoro-propan-2-ol, orange gum, MS: 499 (MH+). Reactants: C(C)(C)(C)N1C=C(C(C2=CC=C(N=C12)N1CCCC1)=O)C(=O)OCC (ethyl 1-tert-butyl-4-oxo-7-pyrrolidin-1-yl-1,4-dihydro-1,8-naphthyridine-3-carboxylate), ClN1C(=O)N(C(=O)C1(C)C)Cl (1,3-dichloro-5,5-dimethylhydantoin). Run in ClCCl (dichloromethane), S([O-])(O)=O.[Na+] (sodium bisulfite). The product is C(C)(C)(C)N1C=C(C(C2=CC(=C(N=C12)N1CCCC1)Cl)=O)C(=O)OCC (ethyl 1-tert-butyl-6-chloro-4-oxo-7-pyrrolidin-1-yl-1,4-dihydro-1,8-naphthyridine-3-carboxylate). Reaction SMILES: [C:1]([N:5]1[C:14]2[C:9](=[CH:10][CH:11]=[C:12]([N:15]3[CH2:19][CH2:18][CH2:17][CH2:16]3)[N:13]=2)[C:8](=[O:20])[C:7]([C:21]([O:23][CH2:24][CH3:25])=[O:22])=[CH:6]1)([CH3:4])([CH3:3])[CH3:2].[Cl:26]N1C(C)(C)C(=O)N(Cl)C1=O>ClCCl.S(=O)(O)[O-].[Na+]>[C:1]([N:5]1[C:14]2[C:9](=[CH:10][C:11]([Cl:26])=[C:12]([N:15]3[CH2:19][CH2:18][CH2:17][CH2:16]3)[N:13]=2)[C:8](=[O:20])[C:7]([C:21]([O:23][CH2:24][CH3:25])=[O:22])=[CH:6]1)([CH3:4])([CH3:3])[CH3:2] |f:3.4|. Procedure details: A solution of Example 74A (448 mg) and 1,3-dichloro-5,5-dimethylhydantoin (282 mg) in dichloromethane (15 mL) was stirred for 8 hours, diluted with 10% sodium bisulfite (30 mL), and extracted with dichloromethane. The extract was washed with water and brine (30 mL), and dried (MgSO4), filtered, and concentrated. Reactants: FC(C(=O)O)(F)F (trifluoroacetic acid), NN=CNC(CCC1=CC=C(C=C1)OCC[C@H](NC(=O)OCC1=CC=CC=C1)C(=O)OC(C)(C)C)=O ((1,1-Dimethyl)ethyl O—[4-[3-[(aminoiminomethyl)amino]-3-oxopropyl]phenyl]-N-[(phenylmethoxy)carbonyl]-homoserinate). The solvent is C(Cl)Cl (CH2Cl2). Reaction conditions: time 7 hour. Product: NN=CNC(CCC1=CC=C(C=C1)OCC[C@H](NC(=O)OCC1=CC=CC=C1)C(=O)O)=O (O—[4-[3-[(aminoiminomethyl)amino]-3-oxopropyl]phenyl]-N-[(phenylmethoxy)carbonyl]-homoserine). Isolated yield 48.3%. RXN SMILES: FC(F)(F)C(O)=O.[NH2:8][N:9]=[CH:10][NH:11][C:12](=[O:43])[CH2:13][CH2:14][C:15]1[CH:20]=[CH:19][C:18]([O:21][CH2:22][CH2:23][C@@H:24]([C:36]([O:38]C(C)(C)C)=[O:37])[NH:25][C:26]([O:28][CH2:29][C:30]2[CH:35]=[CH:34][CH:33]=[CH:32][CH:31]=2)=[O:27])=[CH:17][CH:16]=1>C(Cl)Cl>[NH2:8][N:9]=[CH:10][NH:11][C:12](=[O:43])[CH2:13][CH2:14][C:15]1[CH:16]=[CH:17][C:18]([O:21][CH2:22][CH2:23][C@@H:24]([C:36]([OH:38])=[O:37])[NH:25][C:26]([O:28][CH2:29][C:30]2[CH:31]=[CH:32][CH:33]=[CH:34][CH:35]=2)=[O:27])=[CH:19][CH:20]=1. Reported procedure: 3 ml of trifluoroacetic acid (TFA) (3 times 1 ml over 6 hours) at +5° C. is added to a solution of 70 mg of the ester obtained in Stage A in 2 ml of CH2Cl2, the reaction medium is agitated for 7 hours then evaporated under reduced pressure after the addition of toluene. 0.5 ml of methanol and 1 ml of ethyl acetate are then added, and after filtration, the filtrate is poured into 10 ml of isopropyl ether to which 2 ml of pentane is added. After filtration, the solid is dried under reduced pressur... Starting materials: NCCCNC1=NC=CN=C1 (2-(3-aminopropylamino)pyrazine), C(C1=CC=CC=C1)(=O)N=C=S (benzoyl isothiocyanate). Product: C(C1=CC=CC=C1)(=O)NC(=S)NCCCNC1=NC=CN=C1 (N-benzoyl-N'-[3-(2-pyrazinylamino)propyl]thiourea). As a reaction SMILES: [NH2:1][CH2:2][CH2:3][CH2:4][NH:5][C:6]1[CH:11]=[N:10][CH:9]=[CH:8][N:7]=1.[C:12]([N:20]=[C:21]=[S:22])(=[O:19])[C:13]1[CH:18]=[CH:17][CH:16]=[CH:15][CH:14]=1>>[C:12]([NH:20][C:21]([NH:1][CH2:2][CH2:3][CH2:4][NH:5][C:6]1[CH:11]=[N:10][CH:9]=[CH:8][N:7]=1)=[S:22])(=[O:19])[C:13]1[CH:18]=[CH:17][CH:16]=[CH:15][CH:14]=1. Procedure: Reacting 2-(3-aminopropylamino)pyrazine with benzoyl isothiocyanate by the procedure of Example 46 gives N-benzoyl-N'-[3-(2-pyrazinylamino)propyl]thiourea. Removing the benzoyl group by the procedure of Example 46 gives N-[3-(2-pyrazinylamino)propyl]thiourea. Reactants: COc1ccc(Br)cc1C=C1CCCCCC1, [Li]CCCC, C1CCOC1, CN(C)C=O. The product is COc1ccc(C=O)cc1C=C1CCCCCC1. As a reaction SMILES: [Br:1][c:2]1[cH:3][c:4]([CH:10]=[C:11]2[CH2:12][CH2:13][CH2:14][CH2:15][CH2:16][CH2:17]2)[c:5]([O:8][CH3:9])[cH:6][cH:7]1.[CH2:18]([Li:19])[CH2:20][CH2:21][CH3:22].[CH2:28]1[O:29][CH2:30][CH2:31][CH2:32]1.[CH3:23][N:24]([CH:25]=[O:26])[CH3:27]>>[c:2]1([CH:25]=[O:26])[cH:3][c:4]([CH:10]=[C:11]2[CH2:12][CH2:13][CH2:14][CH2:15][CH2:16][CH2:17]2)[c:5]([O:8][CH3:9])[cH:6][cH:7]1. Yields the product NC(CC(=O)OCC)CC1=C(C=C(C=C1)C1=CC(=CC=C1)Cl)F (ethyl 3-amino-4-(3′-chloro-3-fluorobiphenyl-4-yl)butanoate). The reagents and catalysts are [Zn] (zinc), BrCC(=O)OCC (ethyl bromoacetate). Run at temperature 70 celsius, time 20 minute. Run in CC(=O)O (AcOH), C1CCOC1 (THF), CCOC(=O)C (EtOAc), C(=O)([O-])[O-].[Na+].[Na+] (Na2CO3), C1CCOC1 (THF). Reaction SMILES: BrCCBr.[Cl:5][C:6]1[CH:7]=[C:8]([C:12]2[CH:17]=[CH:16][C:15]([CH2:18][C:19]#[N:20])=[C:14]([F:21])[CH:13]=2)[CH:9]=[CH:10][CH:11]=1.BrCC([O-])=O.Br[CH2:28][C:29]([O:31][CH2:32][CH3:33])=[O:30].C(O[BH-](OC(=O)C)OC(=O)C)(=O)C.[Na+]>C1COCC1.BrCC(OCC)=O.CCOC(C)=O.C([O-])([O-])=O.[Na+].[Na+].[Zn].CC(O)=O>[NH2:20][CH:19]([CH2:18][C:15]1[CH:16]=[CH:17][C:12]([C:8]2[CH:9]=[CH:10][CH:11]=[C:6]([Cl:5])[CH:7]=2)=[CH:13][C:14]=1[F:21])[CH2:28][C:29]([O:31][CH2:32][CH3:33])=[O:30] |f:4.5,9.10.11|. Reactants: C(C)(=O)O[BH-](OC(C)=O)OC(C)=O.[Na+] (sodium triacetoxyborohydride), BrCCBr (1,2-dibromoethane), BrCC(=O)[O-] (bromoacetate), BrCC(=O)OCC (ethyl bromoacetate), ClC=1C=C(C=CC1)C1=CC(=C(C=C1)CC#N)F (2-(3′-chloro-3-fluorobiphenyl-4-yl)acetonitrile). Procedure details: A suspension of zinc (479 mg, 7.33 mmol) and 1,2-dibromoethane (0.032 ml, 0.366 mmol) in THF (8 ml) is heated at 70° C. under nitrogen then a few drops of ethyl bromoacetate is added. After stirring for 20 min, a solution of 2-(3′-chloro-3-fluorobiphenyl-4-yl)acetonitrile (300 mg, 1.221 mmol) in THF (2 ml) is added in one portion. The remaining bromoacetate is added dropwise over 50 min (total amount of ethyl bromoacetate: 4.88 mmol). After stirring for 15 min at the same temperature, the reacti...